From a dataset of the Open Reaction Database (ORD), a public repository of structured organic reaction records. describe an organic reaction: reactants, conditions, products, and yield Reactants: BrC1=CC2=C(N(C(CN=C2C=2C=C(C#N)C=CC2)=O)C)C=C1 (3-(7-bromo-1-methyl-2-oxo-2,3-dihydro-1H-benzo[e][1,4]diazepin-5-yl)-benzonitrile), C1(=CC=CC=C1)B(O)O (benzene boronic acid), COC1=CC=C(C=C1)B(O)O (4-methoxyphenyl boronic acid). Product: COC1=CC=C(C=C1)C1=CC2=C(N(C(CN=C2C=2C=C(C#N)C=CC2)=O)C)C=C1 (3-[7-(4-Methoxy-phenyl)-1-methyl-2-oxo-2,3-dihydro-1H-benzo[e][1,4]diazepin-5-yl]-benzonitrile). Yield: 47.0%. Reaction SMILES: Br[C:2]1[CH:22]=[CH:21][C:5]2[N:6]([CH3:20])[C:7](=[O:19])[CH2:8][N:9]=[C:10]([C:11]3[CH:12]=[C:13]([CH:16]=[CH:17][CH:18]=3)[C:14]#[N:15])[C:4]=2[CH:3]=1.C1(B(O)O)C=CC=CC=1.[CH3:32][O:33][C:34]1[CH:39]=[CH:38][C:37](B(O)O)=[CH:36][CH:35]=1>>[CH3:32][O:33][C:34]1[CH:39]=[CH:38][C:37]([C:2]2[CH:22]=[CH:21][C:5]3[N:6]([CH3:20])[C:7](=[O:19])[CH2:8][N:9]=[C:10]([C:11]4[CH:12]=[C:13]([CH:16]=[CH:17][CH:18]=4)[C:14]#[N:15])[C:4]=3[CH:3]=2)=[CH:36][CH:35]=1. Procedure details: Prepared from 3-(7-bromo-1-methyl-2-oxo-2,3-dihydro-1H-benzo[e][1,4]diazepin-5-yl)-benzonitrile Intermediate 14 using the same method described for Example 1 and instead of using benzene boronic acid, we used 4-methoxyphenyl boronic acid. The title compound (90 mg) was obtained as a yellow solid, (yield=47%). The reactants are COC1=C(C=CC=C1)C=CC(=O)C1=CC=CC=C1 (methoxy chalcone), [C-]#N.[Na+] (sodium cyanide), CS(=O)C (dimethyl-sulfoxide), C(Cl)(Cl)Cl (chloroform). Solvent: O (water). Product: OC1=CC=C(C=C1)C=CC(=O)C1=CC=CC=C1 (4-hydroxychalcone). RXN SMILES: CO[C:3]1[CH:8]=[CH:7][CH:6]=[CH:5][C:4]=1[CH:9]=[CH:10][C:11]([C:13]1[CH:18]=[CH:17][CH:16]=[CH:15][CH:14]=1)=[O:12].[C-]#N.[Na+].CS(C)=[O:24].C(Cl)(Cl)Cl>O>[OH:24][C:7]1[CH:6]=[CH:5][C:4]([CH:9]=[CH:10][C:11]([C:13]2[CH:18]=[CH:17][CH:16]=[CH:15][CH:14]=2)=[O:12])=[CH:3][CH:8]=1 |f:1.2|. Reported procedure: 10 g of methoxy chalcone and 2.05 g of sodium cyanide are dissolved into 100 ml of dimethyl-sulfoxide, and then reacted during 24 hours. After the reaction, the reacted solution is mixed with chloroform and stirred together with distilled water so as to extract impurities. After removing the solution phase, the solution is decompressed at a room temperature in order to eliminate chloroform. After recrystallizing the remained solid phase in methanol, the solution is dried under vacuum, thus obtai...